Dataset: the Open Reaction Database (ORD), a public repository of structured organic reaction records. Task: describe an organic reaction: reactants, conditions, products, and yield Reactants: N#CCc1csc(-c2ccccc2)n1, [Li]CCCC, C1CCOC1, Cn1nc(Cl)c(C(=O)Cl)c1Cl, Cl, O. Product: Cn1nc(Cl)c(C(O)=C(C#N)c2csc(-c3ccccc3)n2)c1Cl. RXN SMILES: [C:1](#[N:2])[CH2:3][c:4]1[n:5][c:6](-[c:9]2[cH:10][cH:11][cH:12][cH:13][cH:14]2)[s:7][cH:8]1.[CH2:15]([Li:16])[CH2:17][CH2:18][CH3:19].[CH2:32]1[O:33][CH2:34][CH2:35][CH2:36]1.[CH3:20][n:21]1[n:22][c:23]([Cl:30])[c:24]([C:27](=[O:28])[Cl:29])[c:25]1[Cl:26].[ClH:31].[OH2:37]>>[C:1](#[N:2])[C:3]([c:4]1[n:5][c:6](-[c:9]2[cH:10][cH:11][cH:12][cH:13][cH:14]2)[s:7][cH:8]1)=[C:27]([c:24]1[c:23]([Cl:30])[n:22][n:21]([CH3:20])[c:25]1[Cl:26])[OH:28].